describe an organic reaction: reactants, conditions, products, and yield From a dataset of the Open Reaction Database (ORD), a public repository of structured organic reaction records. The reactants are BrN1C(CCC1=O)=O (N-bromosuccinimide), BrN1C(CCC1=O)=O (N-bromosuccinimide), ClC=1C=C(C=CC1S(=O)(=O)C)[C@H](C(=O)O)CC1CCC(CC1)=O (2(R)-(3-chloro-4-methanesulfonyl-phenyl)-3-(4-oxo-cyclohexyl)-propionic acid), C1(=CC=CC=C1)P(C1=CC=CC=C1)C1=CC=CC=C1 (triphenylphosphine), NC1=NC=C(N=C1)C (2-amino-5-methylpyrazine), N1=C(C=CC=C1C)C (2,6-lutidine). Solvent: C(Cl)Cl (methylene chloride), C(Cl)Cl (methylene chloride). Reaction conditions: temperature 25 celsius, time 4 hour. Yields the product hexanes ethyl acetate, ClC=1C=C(C=CC1S(=O)(=O)C)[C@H](C(=O)NC1=NC=C(N=C1)C)CC1CCC(CC1)=O (2(R)-(3-chloro-4-methanesulfonyl-phenyl)-N-(5-methyl-pyrazin-2-yl)-3-(4-oxo-cyclohexyl)-propionamide). Isolated yield 48.1%. As a reaction SMILES: [Cl:1][C:2]1[CH:3]=[C:4]([C@@H:12]([CH2:16][CH:17]2[CH2:22][CH2:21][C:20](=[O:23])[CH2:19][CH2:18]2)[C:13](O)=[O:14])[CH:5]=[CH:6][C:7]=1[S:8]([CH3:11])(=[O:10])=[O:9].C1(P(C2C=CC=CC=2)C2C=CC=CC=2)C=CC=CC=1.BrN1C(=O)CCC1=O.[NH2:51][C:52]1[CH:57]=[N:56][C:55]([CH3:58])=[CH:54][N:53]=1.N1C(C)=CC=CC=1C>C(Cl)Cl>[Cl:1][C:2]1[CH:3]=[C:4]([C@@H:12]([CH2:16][CH:17]2[CH2:18][CH2:19][C:20](=[O:23])[CH2:21][CH2:22]2)[C:13]([NH:51][C:52]2[CH:57]=[N:56][C:55]([CH3:58])=[CH:54][N:53]=2)=[O:14])[CH:5]=[CH:6][C:7]=1[S:8]([CH3:11])(=[O:10])=[O:9]. Procedure: A solution of 2(R)-(3-chloro-4-methanesulfonyl-phenyl)-3-(4-oxo-cyclohexyl)-propionic acid (prepared as in Example 60, 263 mg, 0.73 mmol) and triphenylphosphine (250 mg, 0.95 mmol) in methylene chloride (5.0 mL) cooled to 0° C. was treated with N-bromosuccinimide (167 mg, 0.95 mmol) in small portions. After the complete addition of N-bromosuccinimide, the reaction mixture was allowed to warm to 25° C. over 30 min. The bright orange reaction mixture was then treated with 2-amino-5-methylpyrazine ...